Dataset: the Open Reaction Database (ORD), a public repository of structured organic reaction records. Task: describe an organic reaction: reactants, conditions, products, and yield Starting materials: CC(C)(C)OC(=O)NC(CO)C(=O)O, C1CCOC1, CC(C)(C)[O-], Fc1ccc(CBr)c(F)c1, [K+], CN(C)C=O. The product is CC(C)(C)OC(=O)NC(COCc1ccc(F)cc1F)C(=O)O. As a reaction SMILES: [C:1](=[O:2])([O:3][C:4]([CH3:5])([CH3:6])[CH3:7])[NH:8][CH:9]([CH2:10][OH:11])[C:12](=[O:13])[OH:14].[CH2:31]1[O:32][CH2:33][CH2:34][CH2:35]1.[CH3:15][C:16]([CH3:17])([O-:18])[CH3:19].[F:21][c:22]1[c:23]([CH2:24][Br:25])[cH:26][cH:27][c:28]([F:30])[cH:29]1.[K+:20].[O:36]=[CH:37][N:38]([CH3:39])[CH3:40]>>[C:1](=[O:2])([O:3][C:4]([CH3:5])([CH3:6])[CH3:7])[NH:8][CH:9]([CH2:10][O:11][CH2:24][c:23]1[c:22]([F:21])[cH:29][c:28]([F:30])[cH:27][cH:26]1)[C:12](=[O:13])[OH:14].